This data is from the Open Reaction Database (ORD), a public repository of structured organic reaction records. The task is: describe an organic reaction: reactants, conditions, products, and yield The reactants are CC(=O)O[BH-](OC(C)=O)OC(C)=O, C1CCOC1, CC(=O)O, CCOC(C)=O, O=Cc1ccccc1, [Na+], Nc1ccc(C(=O)NNS(=O)(=O)c2ccccc2)cc1. Product: O=C(NNS(=O)(=O)c1ccccc1)c1ccc(NCc2ccccc2)cc1. As a reaction SMILES: [C:33]([O:34][BH-:35]([O:36][C:37](=[O:38])[CH3:39])[O:40][C:41](=[O:42])[CH3:43])(=[O:44])[CH3:45].[CH2:47]1[O:48][CH2:49][CH2:50][CH2:51]1.[CH3:21][C:22](=[O:23])[OH:24].[CH3:52][CH2:53][O:54][C:55]([CH3:56])=[O:57].[CH:25](=[O:26])[c:27]1[cH:28][cH:29][cH:30][cH:31][cH:32]1.[Na+:46].[c:1]1([S:7](=[O:8])(=[O:9])[NH:10][NH:11][C:12]([c:13]2[cH:14][cH:15][c:16]([NH2:19])[cH:17][cH:18]2)=[O:20])[cH:2][cH:3][cH:4][cH:5][cH:6]1>>[c:1]1([S:7](=[O:8])(=[O:9])[NH:10][NH:11][C:12]([c:13]2[cH:14][cH:15][c:16]([NH:19][CH2:25][c:27]3[cH:28][cH:29][cH:30][cH:31][cH:32]3)[cH:17][cH:18]2)=[O:20])[cH:2][cH:3][cH:4][cH:5][cH:6]1. The reactants are C(C)(C)(C)O[C@H](C(=O)OCC)C1=C(C2=C(N=C(S2)C2=CC(=NC=C2)C=2C=NC=3N(C2)N=CC3CC)C=C1C)C1=CC=C(C=C1)Cl ((S)-ethyl 2-tert-butoxy-2-(7-(4-chlorophenyl)-2-(2-(3-ethylpyrazolo[1,5-a]pyrimidin-6-yl)pyridin-4-yl)-5-methylbenzo[d]thiazol-6-yl)acetate), [I-].[Li+] (lithium iodide). Solvent: N1=CC=CC=C1 (pyridine), C(C)(=O)OCC (ethyl acetate). Reaction conditions: temperature 170 celsius. Yields the product C(C)(C)(C)O[C@H](C(=O)O)C1=C(C2=C(N=C(S2)C2=CC(=NC=C2)C=2C=NC=3N(C2)N=CC3CC)C=C1C)C1=CC=C(C=C1)Cl ((S)-2-tert-butoxy-2-(7-(4-chlorophenyl)-2-(2-(3-ethylpyrazolo[1,5-a]pyrimidin-6-yl)pyridin-4-yl)-5-methylbenzo[d]thiazol-6-yl)acetic acid). As a reaction SMILES: [C:1]([O:5][C@@H:6]([C:12]1[C:37]([CH3:38])=[CH:36][C:15]2[N:16]=[C:17]([C:19]3[CH:24]=[CH:23][N:22]=[C:21]([C:25]4[CH:26]=[N:27][C:28]5[N:29]([N:31]=[CH:32][C:33]=5[CH2:34][CH3:35])[CH:30]=4)[CH:20]=3)[S:18][C:14]=2[C:13]=1[C:39]1[CH:44]=[CH:43][C:42]([Cl:45])=[CH:41][CH:40]=1)[C:7]([O:9]CC)=[O:8])([CH3:4])([CH3:3])[CH3:2].[I-].[Li+]>N1C=CC=CC=1.C(OCC)(=O)C>[C:1]([O:5][C@@H:6]([C:12]1[C:37]([CH3:38])=[CH:36][C:15]2[N:16]=[C:17]([C:19]3[CH:24]=[CH:23][N:22]=[C:21]([C:25]4[CH:26]=[N:27][C:28]5[N:29]([N:31]=[CH:32][C:33]=5[CH2:34][CH3:35])[CH:30]=4)[CH:20]=3)[S:18][C:14]=2[C:13]=1[C:39]1[CH:40]=[CH:41][C:42]([Cl:45])=[CH:43][CH:44]=1)[C:7]([OH:9])=[O:8])([CH3:2])([CH3:3])[CH3:4] |f:1.2|. Reported procedure: A mixture of (S)-ethyl 2-tert-butoxy-2-(7-(4-chlorophenyl)-2-(2-(3-ethylpyrazolo[1,5-a]pyrimidin-6-yl)pyridin-4-yl)-5-methylbenzo[d]thiazol-6-yl)acetate (31 mg, 0.048 mmol) and lithium iodide (200 mg) in pyridine (0.5 mL) was heated in microwave at 170° C. for 1 h. Reaction mixture was diluted with ethyl acetate, washed with 5% acetic acid solution, brine, dried (MgSO4), filtered, concentrated and purified by CombiFlash (0 to 10% MeOH/CH2Cl2). Lyophilization gave desired product. LCMS-ESI+: calc... The reactants are CC(C)CC(=O)C1CCN(Cc2ccccc2)C1=O, CC(C)O, Cl, N#N. The product is CC(C)CC(O)C1CCN(Cc2ccccc2)C1=O. As a reaction SMILES: [CH2:1]([c:2]1[cH:3][cH:4][cH:5][cH:6][cH:7]1)[N:8]1[C:9](=[O:19])[CH:10]([C:13]([CH2:14][CH:15]([CH3:16])[CH3:17])=[O:18])[CH2:11][CH2:12]1.[CH:23]([OH:24])([CH3:25])[CH3:26].[ClH:20].[N:21]#[N:22]>>[CH2:1]([c:2]1[cH:3][cH:4][cH:5][cH:6][cH:7]1)[N:8]1[C:9](=[O:19])[CH:10]([CH:13]([CH2:14][CH:15]([CH3:16])[CH3:17])[OH:18])[CH2:11][CH2:12]1. Reactants: CC(=O)c1cnc2nnn(Cc3cc4cccnc4cc3F)c2n1, CC(C)(O)CON. The product is CC(=NOCC(C)(C)O)c1cnc2nnn(Cc3cc4cccnc4cc3F)c2n1. RXN SMILES: [F:1][c:2]1[c:3]([CH2:12][n:13]2[n:14][n:15][c:16]3[n:17][cH:18][c:19]([C:22]([CH3:23])=[O:24])[n:20][c:21]23)[cH:4][c:5]2[cH:6][cH:7][cH:8][n:9][c:10]2[cH:11]1.[NH2:25][O:26][CH2:27][C:28]([CH3:29])([OH:30])[CH3:31]>>[F:1][c:2]1[c:3]([CH2:12][n:13]2[n:14][n:15][c:16]3[n:17][cH:18][c:19]([C:22]([CH3:23])=[N:25][O:26][CH2:27][C:28]([CH3:29])([OH:30])[CH3:31])[n:20][c:21]23)[cH:4][c:5]2[cH:6][cH:7][cH:8][n:9][c:10]2[cH:11]1. Reaction conditions: temperature 100 celsius, time 1 hour. Reactants: C(C)(=O)OCC (ethyl acetate), CCCCCC (n-hexane), p-Methyl hydroxybenzoate, C([O-])([O-])=O.[K+].[K+] (potassium carbonate), BrCCCCl (1-bromo-3-chloropropane), O (water), C(C)(=O)OCC (ethyl acetate). The solvent is CN(C)C=O (N,N-dimethylformaldehyde). As a reaction SMILES: C(=O)([O-])[O-:2].[K+].[K+].Br[CH2:8][CH2:9][CH2:10][Cl:11].O.[C:13]([O:16][CH2:17]C)(=[O:15])[CH3:14].[CH3:19][CH2:20][CH2:21][CH2:22][CH2:23]C>CN(C=O)C>[Cl:11][CH2:10][CH2:9][CH2:8][O:2][C:21]1[CH:22]=[CH:23][C:14]([C:13]([O:16][CH3:17])=[O:15])=[CH:19][CH:20]=1 |f:0.1.2|. Reported procedure: p-Methyl hydroxybenzoate (40 g) and potassium carbonate (54.5 g) in N,N-dimethylformaldehyde (200 ml) were heated with stirring at 100° C. for 1 hour, cooled to 40° C., and then, after adding 1-bromo-3-chloropropane (28.5 ml), the mixture was reacted at 60° C. for 2 hours. After cooling the reaction mixture, water and ethyl acetate were added thereto, and the mixture was separated into layers. The organic layer was washed with water 3 times, concentrated under reduced pressure. To the oily produ... Product: ClCCCOC1=CC=C(C(=O)OC)C=C1 (methy 4-(3-chloropropoxy)benzoate). Starting materials: CC1=C2C=CCC2=C(C=C1)C (4,7-dimethyl-indene), IC1=CC=CC=C1 (iodobenzene). The reagents and catalysts are CC(=O)[O-].CC(=O)[O-].[Pd+2] (Pd(OAc)2). Run in C(C)N(CC)CC (triethylamine). Conditions: temperature -20 celsius. Yields the product C1(=CC=CC=C1)C=1CC2=C(C=CC(=C2C1)C)C (2-phenyl-4,7-dimethyl-indene). Reaction SMILES: [CH3:1][C:2]1[CH:10]=[CH:9][C:8]([CH3:11])=[C:7]2[C:3]=1[CH:4]=[CH:5][CH2:6]2.I[C:13]1[CH:18]=[CH:17][CH:16]=[CH:15][CH:14]=1>CC([O-])=O.CC([O-])=O.[Pd+2].C(N(CC)CC)C>[C:13]1([C:5]2[CH2:4][C:3]3[C:7]([CH:6]=2)=[C:8]([CH3:11])[CH:9]=[CH:10][C:2]=3[CH3:1])[CH:18]=[CH:17][CH:16]=[CH:15][CH:14]=1 |f:2.3.4|. Reported procedure: 20 ml of triethylamine, 2.88 g (20 mmole) of 4,7-dimethyl-indene, 4.08 g (20 mmole) of iodobenzene and 0.134 g (0.6 mmole) of Pd(OAc)2 were stirred under reflux for 12 h. After it all the triethylamine was removed under reduced pressure. The residue was treated with the mixture 50 ml of water and 50 ml of diethyl ether. Etherial layer was separated, washed twice with water, filtered and dried over Na2SO4. Ether was removed and some 20 ml of pentane were added to the reaction mixture. It was cool... Starting materials: BrC=1C=CC(=NC1)CN1CCN(CC1)C1CCC1 (1-(5-Bromopyridin-2-ylmethyl)-4-cyclobutylpiperazine), C(#N)C1=CC=C(C=C1)B(O)O (4-cyanophenyl-boronic acid). Product: C(C)(C)N1CCN(CC1)CC1=CC=C(C=N1)C1=CC=C(C#N)C=C1 (4-[6-(4-Isopropylpiperazin-1-ylmethyl)pyridin-3-yl]benzonitrile), amine. RXN SMILES: Br[C:2]1[CH:3]=[CH:4][C:5]([CH2:8][N:9]2[CH2:14][CH2:13][N:12]([CH:15]3[CH2:18]C[CH2:16]3)[CH2:11][CH2:10]2)=[N:6][CH:7]=1.[C:19]([C:21]1[CH:26]=[CH:25][C:24](B(O)O)=[CH:23][CH:22]=1)#[N:20]>>[CH:15]([N:12]1[CH2:11][CH2:10][N:9]([CH2:8][C:5]2[N:6]=[CH:7][C:2]([C:24]3[CH:25]=[CH:26][C:21]([C:19]#[N:20])=[CH:22][CH:23]=3)=[CH:3][CH:4]=2)[CH2:14][CH2:13]1)([CH3:16])[CH3:18]. Procedure: 1-(5-Bromopyridin-2-ylmethyl)-4-isopropylpiperazine (1.163, 3.75 mmol) and 4-cyanophenyl-boronic acid (0.82 g, 5.6 mmol) were mixed with catalyst and reacted in the same manner as in example 18. The title compound was isolated as white crystals of the free amine. Yield: 241 mg (20%) RXN SMILES: [OH:1][C:2]1[CH:7]=[CH:6][C:5]([C:8]2[N:13]=[CH:12][C:11]([C:14]3[CH:19]=[CH:18][C:17]([O:20][CH2:21][CH2:22][CH2:23][CH2:24][CH2:25][CH2:26][CH2:27][CH3:28])=[CH:16][CH:15]=3)=[CH:10][N:9]=2)=[CH:4][CH:3]=1.[H-].[Na+].C1(C)C=CC(S(O[CH2:41][CH2:42][CH:43]([C:50]([F:53])([F:52])[F:51])[CH2:44][CH2:45][CH2:46][CH2:47][CH2:48][CH3:49])(=O)=O)=CC=1>C1COCC1.CN(C)C=O>[F:51][C:50]([F:52])([F:53])[CH:43]([CH2:44][CH2:45][CH2:46][CH2:47][CH2:48][CH3:49])[CH2:42][CH2:41][O:1][C:2]1[CH:3]=[CH:4][C:5]([C:8]2[N:13]=[CH:12][C:11]([C:14]3[CH:19]=[CH:18][C:17]([O:20][CH2:21][CH2:22][CH2:23][CH2:24][CH2:25][CH2:26][CH2:27][CH3:28])=[CH:16][CH:15]=3)=[CH:10][N:9]=2)=[CH:6][CH:7]=1 |f:1.2|. Solvent: C1CCOC1 (THF), CN(C=O)C (N,N-dimethylformamide). Procedure details: In a 30 ml-round-bottomed flask, a solution of 0.188 g (0.50 mM) of 2-(4-hydroxyphenyl)-5-(4-octyloxyphenyl)pyrimidine in dry THF and 2 ml of dry N,N-dimethylformamide were placed and sufficiently stirred. To the mixture, 40 mg of 60%-sodium hydride was added and 0.183 g (0.50 mM) of (-)-3-trifluoromethylnonyl p-toluene sulfonate was further added dropwise, followed by stirring for 6 hours at 130° C. After the reaction, distilled water was added to the reaction mixture and extracted with ether, ... Isolated yield 45.6%. Product: FC(C(CCOC1=CC=C(C=C1)C1=NC=C(C=N1)C1=CC=C(C=C1)OCCCCCCCC)CCCCCC)(F)F (2-{4-(3-trifluoromethylnonyloxy)phenyl}-5-(4-octyloxyphenyl)pyrimidine). Reactants: OC1=CC=C(C=C1)C1=NC=C(C=N1)C1=CC=C(C=C1)OCCCCCCCC (2-(4-hydroxyphenyl)-5-(4-octyloxyphenyl)pyrimidine), [H-].[Na+] (sodium hydride), C1(=CC=C(C=C1)S(=O)(=O)OCCC(CCCCCC)C(F)(F)F)C ((-)-3-trifluoromethylnonyl p-toluene sulfonate). Starting materials: NC=1SC=C(N1)C(C(=O)NC1[C@@H]2N(C(=CCS2)C(=O)[O-])C1=O)=NOC.[Na+] (sodium 7-[2-(2-aminothiazol-4-yl)-2-methoxyiminoacetamido]-3-cephem-4-carboxylate), BrCC(=O)OC(C)(C)C (tert-butyl bromoacetate). Run in CN(C=O)C (N,N-dimethylformamide). Conditions: time 3 hour. Product: NC=1SC=C(N1)C(C(=O)NC1[C@@H]2N(C(=CCS2)C(=O)OCC(=O)OC(C)(C)C)C1=O)=NOC (tert-butoxycarbonylmethyl 7-[2-(2-aminothiazol-4-yl)-2-methoxyiminoacetamido]-3-cephem-4-carboxylate). Yield: 52.1%. Reaction SMILES: [NH2:1][C:2]1[S:3][CH:4]=[C:5]([C:7](=[N:23][O:24][CH3:25])[C:8]([NH:10][CH:11]2[C:21](=[O:22])[N:13]3[C:14]([C:18]([O-:20])=[O:19])=[CH:15][CH2:16][S:17][C@H:12]23)=[O:9])[N:6]=1.[Na+].Br[CH2:28][C:29]([O:31][C:32]([CH3:35])([CH3:34])[CH3:33])=[O:30]>CN(C)C=O>[NH2:1][C:2]1[S:3][CH:4]=[C:5]([C:7](=[N:23][O:24][CH3:25])[C:8]([NH:10][CH:11]2[C:21](=[O:22])[N:13]3[C:14]([C:18]([O:20][CH2:28][C:29]([O:31][C:32]([CH3:35])([CH3:34])[CH3:33])=[O:30])=[O:19])=[CH:15][CH2:16][S:17][C@H:12]23)=[O:9])[N:6]=1 |f:0.1|. Procedure details: To a solution of sodium 7-[2-(2-aminothiazol-4-yl)-2-methoxyiminoacetamido]-3-cephem-4-carboxylate (syn isomer, 5.0 g) in N,N-dimethylformamide (100 ml) was added tert-butyl bromoacetate (2.9 g), and the solution was stirred for 3 hours at ambient temperature. The reaction mixture was extracted with ethyl acetate. The organic layer was washed with a saturated aqueous solution of sodium bicarbonate and water in turn, and dried over anhydrous magnesium sulfate. The solution was evaporated in vacuo... RXN SMILES: [CH2:1]([O:3][CH:4]([O:6][CH2:7][C:8]#[C:9][CH:10]([C:12]1[CH:17]=[CH:16][C:15]([O:18][CH3:19])=[CH:14][CH:13]=1)[OH:11])[CH3:5])[CH3:2]>C(Cl)Cl.[O-2].[O-2].[Mn+4]>[CH2:1]([O:3][CH:4]([O:6][CH2:7][C:8]#[C:9][C:10]([C:12]1[CH:13]=[CH:14][C:15]([O:18][CH3:19])=[CH:16][CH:17]=1)=[O:11])[CH3:5])[CH3:2] |f:2.3.4|. Reaction conditions: time 10 minute. The product is C(C)OC(C)OCC#CC(=O)C1=CC=C(C=C1)OC (4-(1-ethoxyethoxy)- 1-(4-methoxyphenyl)-2-butyn-1-one). Reactants: C(C)OC(C)OCC#CC(O)C1=CC=C(C=C1)OC (4-(1-ethoxyethoxy)-1-(4-methoxyphenyl)-2-butyn-1-ol). Solvent: C(Cl)Cl (methylene chloride), C(Cl)Cl (methylene chloride). The reagents and catalysts are [O-2].[O-2].[Mn+4] (manganese dioxide). Procedure details: A solution of 7.6 g (29 mmol) of 4-(1-ethoxyethoxy)-1-(4-methoxyphenyl)-2-butyn-1-ol in 56 ml of methylene chloride was added dropwise at 0° to a suspension of 74 g (0.85 mol) of manganese dioxide in 100 ml of methylene chloride. The reaction mixture was stirred at 0° for 10 minutes, filtered over magnesium sulphate and concentrated. Chromatography of the residue on 300 g of silica gel (elution agent ether/hexane 1:1) Yielded 4-(1-ethoxyethoxy)- 1-(4-methoxyphenyl)-2-butyn-1-one as an oil.